The task is: describe an organic reaction: reactants, conditions, products, and yield. This data is from the Open Reaction Database (ORD), a public repository of structured organic reaction records. Starting materials: Cl.N1C=NC(=C1)CC(=O)O (1H-Imidazol-4-ylacetic acid hydrochloride), C(C)O (ethanol), S(=O)(Cl)Cl (thionyl chloride). Yields the product crude product, N1C=NC(=C1)CC(=O)OCC (ethyl 1H-imidazol-4-ylacetate). RXN SMILES: Cl.[NH:2]1[CH:6]=[C:5]([CH2:7][C:8]([OH:10])=[O:9])[N:4]=[CH:3]1.S(Cl)(Cl)=O.[CH2:15](O)[CH3:16]>>[NH:2]1[CH:6]=[C:5]([CH2:7][C:8]([O:10][CH2:15][CH3:16])=[O:9])[N:4]=[CH:3]1 |f:0.1|. Reported procedure: 1H-Imidazol-4-ylacetic acid hydrochloride (5.00 g) was dissolved in ethanol (100 mL). To the solution, thionyl chloride (2.46 mL) was added at room temperature, and the mixture was then heated to reflux for 3.5 hours. The reaction solvent was distilled off under reduced pressure. To the residue, a saturated aqueous solution of sodium bicarbonate was then added, and organic matter was extracted five times with methylene chloride. The organic layer was dried over anhydrous sodium sulfate and filte... Starting materials: Cl (hydrochloric acid), C(C1=CC=CC=C1)N1C(=NC=2C1=CC=C(C2C(=O)OC)C(=O)OC)C (dimethyl 1-benzyl-2-methyl-4,5-benzimidazoledicarboxylate), CO (methanol), [OH-].[Na+] (sodium hydroxide). Run in O (water). Reaction conditions: temperature 70 celsius, time 4 hour. Yields the product C(C1=CC=CC=C1)N1C(=NC=2C1=CC=C(C2C(=O)O)C(=O)O)C (1-Benzyl-2-methyl-4,5-benzimidazoledicarboxylic acid). Isolated yield 98.3%. As a reaction SMILES: [CH2:1]([N:8]1[C:12]2=[CH:13][CH:14]=[C:15]([C:21]([O:23]C)=[O:22])[C:16]([C:17]([O:19]C)=[O:18])=[C:11]2[N:10]=[C:9]1[CH3:25])[C:2]1[CH:7]=[CH:6][CH:5]=[CH:4][CH:3]=1.CO.[OH-].[Na+].Cl>O>[CH2:1]([N:8]1[C:12]2=[CH:13][CH:14]=[C:15]([C:21]([OH:23])=[O:22])[C:16]([C:17]([OH:19])=[O:18])=[C:11]2[N:10]=[C:9]1[CH3:25])[C:2]1[CH:7]=[CH:6][CH:5]=[CH:4][CH:3]=1 |f:2.3|. Procedure details: A mixture of dimethyl 1-benzyl-2-methyl-4,5-benzimidazoledicarboxylate (5.50 g, 16.2 mmol), methanol, 10N sodium hydroxide (13 mL, 130 mmol) and water is stirred for 4 hours at 70° C., cooled, acidified to pH 4 with hydrochloric acid and filtered to afford the title product as an off-white solid (4.94 g, 98.4%) , mp 224°-226° C. Reaction conditions: time 15 minute. Starting materials: C(C)(C)(C)OC(=O)N(C(CC=1C=C2CCNC2=C(C1)C#N)C)CCOC1=C(C=CC=C1)OCC (5-[2-[N-tert-butoxycarbonyl-2-(2-ethoxyphenoxy)ethylamino]propyl]indoline-7-carbonitrile), OO (hydrogen peroxide), C(C)(=O)O (acetic acid), [OH-].[Na+] (sodium hydroxide). As a reaction SMILES: [C:1]([O:5][C:6]([N:8]([CH2:23][CH2:24][O:25][C:26]1[CH:31]=[CH:30][CH:29]=[CH:28][C:27]=1[O:32][CH2:33][CH3:34])[CH:9]([CH3:22])[CH2:10][C:11]1[CH:12]=[C:13]2[C:17](=[C:18]([C:20]#[N:21])[CH:19]=1)[NH:16][CH2:15][CH2:14]2)=[O:7])([CH3:4])([CH3:3])[CH3:2].OO.[OH-].[Na+].C(O)(=[O:41])C>CS(C)=O.O>[C:1]([O:5][C:6]([N:8]([CH2:23][CH2:24][O:25][C:26]1[CH:31]=[CH:30][CH:29]=[CH:28][C:27]=1[O:32][CH2:33][CH3:34])[CH:9]([CH3:22])[CH2:10][C:11]1[CH:12]=[C:13]2[C:17](=[C:18]([C:20]([NH2:21])=[O:41])[CH:19]=1)[NH:16][CH2:15][CH2:14]2)=[O:7])([CH3:4])([CH3:2])[CH3:3] |f:2.3|. The solvent is CS(=O)C (dimethyl sulfoxide), O (water). Procedure: To a solution of 5-[2-[N-tert-butoxycarbonyl-2-(2-ethoxyphenoxy)ethylamino]propyl]indoline-7-carbonitrile (120 mg) in dimethyl sulfoxide (2.5 ml) was added 30% hydrogen peroxide (0.26 ml), and the mixture was stirred at room temperature for 15 minutes. Then, to the reaction mixture was added a 5N sodium hydroxide solution (0.26 ml), and the mixture was stirred at room temperature for 1.5 hours. To the reaction mixture was added acetic acid. The mixture was diluted with water and extracted with e... Yields the product C(C)(C)(C)OC(=O)N(C(CC=1C=C2CCNC2=C(C1)C(=O)N)C)CCOC1=C(C=CC=C1)OCC (5-[2-[N-tert-butoxycarbonyl-2-(2-ethoxyphenoxy)ethylamino]propyl]indoline-7-carboxamide). The reactants are ClC1=CC(=CC=C1)C(=O)OO (3-chloroperbenzoic acid), C(C)OC(=O)C1=C(NC(=C(C1C=1C=NC=CC1)C(=O)OCC)C)C (2,6-dimethyl-4-(3-pyridyl)-1,4-dihydropyridine-3,5-dicarboxylic acid diethyl ester), C(C)(=O)[O-].[Na+] (sodium acetate). The solvent is C(Cl)Cl (methylene chloride), C(Cl)Cl (methylene chloride). Run at time 20 hour. Yields the product C(C)OC(=O)C1=C(NC(=C(C1C=1C=[N+](C=CC1)[O-])C(=O)OCC)C)C (2,6-dimethyl-4-(1-oxido-3-pyridyl)-1,4-dihydropyridine-3,5-dicarboxylic acid diethyl ester). As a reaction SMILES: ClC1C=CC=C(C(OO)=[O:9])C=1.[CH2:12]([O:14][C:15]([C:17]1[CH:22]([C:23]2[CH:24]=[N:25][CH:26]=[CH:27][CH:28]=2)[C:21]([C:29]([O:31][CH2:32][CH3:33])=[O:30])=[C:20]([CH3:34])[NH:19][C:18]=1[CH3:35])=[O:16])[CH3:13].C([O-])(=O)C.[Na+]>C(Cl)Cl>[CH2:32]([O:31][C:29]([C:21]1[CH:22]([C:23]2[CH:24]=[N+:25]([O-:9])[CH:26]=[CH:27][CH:28]=2)[C:17]([C:15]([O:14][CH2:12][CH3:13])=[O:16])=[C:18]([CH3:35])[NH:19][C:20]=1[CH3:34])=[O:30])[CH3:33] |f:2.3|. Procedure: A solution of 2.1 g of 3-chloroperbenzoic acid in 40 ml of methylene chloride is added dropwise to a mixture of 3.3 g of 2,6-dimethyl-4-(3-pyridyl)-1,4-dihydropyridine-3,5-dicarboxylic acid diethyl ester and 1.4 g of sodium acetate in 50 ml of methylene chloride. The reaction mixture is stirred at room temperature for 20 hours and extracted with a 2N aqueous sodium carbonate solution and then twice with an aqueous iron(II) sulphate solution. The organic solution is dried and concentrated by evap...